From a dataset of the Open Reaction Database (ORD), a public repository of structured organic reaction records. describe an organic reaction: reactants, conditions, products, and yield Reactants: C[C@@H]1CN(C[C@@H](N1CC1=CC=CC=C1)C)C=1C=C(C(=NC1)OC)NS(=O)(=O)C1=CC(=C(C=C1)C=1OC(=CC1)C)F (N-[5-[cis-3,5-dimethyl-4-(phenylmethyl)-1-piperazinyl]-2-(methyloxy)-3-pyridinyl]-3-fluoro-4-(5-methyl-2-furanyl)benzenesulfonamide), Cl (hydrogen chloride). Run in O1CCOCC1 (dioxan), O1CCOCC1 (dioxan), O (water). Run at temperature 70 celsius, time 4 hour. Yields the product C[C@@H]1CN(C[C@@H](N1)C)C=1C=C(C(NC1)=O)NS(=O)(=O)C1=CC(=C(C=C1)C=1OC(=CC1)C)F (N-{5-[cis-3,5-Dimethyl-1-piperazinyl]-2-oxo-1,2-dihydro-3-pyridinyl}-3-fluoro-4-(5-methyl-2-furanyl)benzenesulfonamide). RXN SMILES: [CH3:1][C@H:2]1[N:7](CC2C=CC=CC=2)[C@@H:6]([CH3:15])[CH2:5][N:4]([C:16]2[CH:17]=[C:18]([NH:24][S:25]([C:28]3[CH:33]=[CH:32][C:31]([C:34]4[O:35][C:36]([CH3:39])=[CH:37][CH:38]=4)=[C:30]([F:40])[CH:29]=3)(=[O:27])=[O:26])[C:19]([O:22]C)=[N:20][CH:21]=2)[CH2:3]1.Cl>O1CCOCC1.O>[CH3:1][C@H:2]1[NH:7][C@@H:6]([CH3:15])[CH2:5][N:4]([C:16]2[CH:17]=[C:18]([NH:24][S:25]([C:28]3[CH:33]=[CH:32][C:31]([C:34]4[O:35][C:36]([CH3:39])=[CH:37][CH:38]=4)=[C:30]([F:40])[CH:29]=3)(=[O:27])=[O:26])[C:19](=[O:22])[NH:20][CH:21]=2)[CH2:3]1. Procedure: A solution of N-[5-[cis-3,5-dimethyl-4-(phenylmethyl)-1-piperazinyl]-2-(methyloxy)-3-pyridinyl]-3-fluoro-4-(5-methyl-2-furanyl)benzenesulfonamide (D31) 60 mg, 0.1 mmol) in dioxan (2 ml) was treated with 4.0M hydrogen chloride in dioxan (1 ml) and water (0.5 ml). The mixture was heated at 70° C. for 4 hours. The solvent was evaporated and the residue dissolved in ethanol (5 ml) and 2M hydrochloric acid (2 ml). 10% Palladium on carbon (10 mg) was added and the mixture stirred in a hydrogen atmosph... Starting materials: [Cl-].[NH4+] (ammonium chloride), ice, O1CCCC1 (tetrahydrofuran), CN(C(=O)[C@H]1N(C[C@H](C1)S)C(=O)OCC1=CC=C(C=C1)[N+](=O)[O-])C ((2S,4S)-dimethylcarbamoyl-1-(4-nitrobenzyloxycarbonyl)-4-mercaptopyrrolidine), O1CCCC1 (tetrahydrofuran), C(C)N(C(=O)C1=C(C=CC=C1)S(=O)C=1[C@@H]([C@H]2N(C1C(=O)OCC1=CC=C(C=C1)[N+](=O)[O-])C([C@@H]2[C@@H](C)O[Si](C)(C)C(C)(C)C)=O)C)CC (4-nitrobenzyl (1R, 5S,6S)-2-(2-diethylcarbamoylphenylsulfinyl)-1-methyl-6-[1(R)-t-butyldimethylsilyloxyethyl]-1-carbapen-2-em-3-carboxylate). Run in C(C)(=O)OCC (ethyl acetate). Conditions: time 15 minute. Product: CN(C(=O)[C@H]1N(C[C@H](C1)SC=1[C@@H]([C@H]2N(C1C(=O)OCC1=CC=C(C=C1)[N+](=O)[O-])C([C@@H]2[C@@H](C)O[Si](C)(C)C(C)(C)C)=O)C)C(=O)OCC2=CC=C(C=C2)[N+](=O)[O-])C (4-Nitrobenzyl (1R, 5S,6S)-2-[(2S,4S)-2-dimethylcarbamoyl-1-(4-nitrobenzyloxycarbonyl)-4-pyrrolidinylthio]-1-methyl-6-[1(R)-t-butyldimethylsilyloxyethyl]-1-carbapen-2-em-3-carboxylate). The yield is 74.0%. Reaction SMILES: O1CCCC1.[CH3:6][N:7]([CH3:29])[C:8]([C@@H:10]1[CH2:14][C@H:13]([SH:15])[CH2:12][N:11]1[C:16]([O:18][CH2:19][C:20]1[CH:25]=[CH:24][C:23]([N+:26]([O-:28])=[O:27])=[CH:22][CH:21]=1)=[O:17])=[O:9].C(N(CC)C(C1C=CC=CC=1S([C:43]1[C@H:44]([CH3:74])[C@@H:45]2[C@@H:62]([C@H:63]([O:65][Si:66]([C:69]([CH3:72])([CH3:71])[CH3:70])([CH3:68])[CH3:67])[CH3:64])[C:61](=[O:73])[N:46]2[C:47]=1[C:48]([O:50][CH2:51][C:52]1[CH:57]=[CH:56][C:55]([N+:58]([O-:60])=[O:59])=[CH:54][CH:53]=1)=[O:49])=O)=O)C.[Cl-].[NH4+]>C(OCC)(=O)C>[CH3:6][N:7]([CH3:29])[C:8]([C@@H:10]1[CH2:14][C@H:13]([S:15][C:43]2[C@H:44]([CH3:74])[C@@H:45]3[C@@H:62]([C@H:63]([O:65][Si:66]([C:69]([CH3:72])([CH3:71])[CH3:70])([CH3:67])[CH3:68])[CH3:64])[C:61](=[O:73])[N:46]3[C:47]=2[C:48]([O:50][CH2:51][C:52]2[CH:53]=[CH:54][C:55]([N+:58]([O-:60])=[O:59])=[CH:56][CH:57]=2)=[O:49])[CH2:12][N:11]1[C:16]([O:18][CH2:19][C:20]1[CH:21]=[CH:22][C:23]([N+:26]([O-:28])=[O:27])=[CH:24][CH:25]=1)=[O:17])=[O:9] |f:3.4|. Procedure: 75 μl of a hexane solution containing 1.6M of butyllithium was added to 1 ml of an ice-cooled toluene solution containing 18 μl (0.13 mmol) of diisopropylamine, and the mixture was stirred for 10 minutes. At the end of this time, 125 μl (0.12 mmol) of a hexane solution containing 0.97M of diethylaluminium chloride was added and the mixture was stirred for a further 20 minutes ac this temperature. The diethylaluminium diisopropylamide solution thus obtained was added to 2 ml of an ice-cooled tetr... Reactants: NC1=NC(=C(C(=C1C#N)C1=CC=C(C=C1)OC[C@H](C)O[Si](C)(C)C(C)(C)C)C#N)S (2-Amino-4-(4-{[(2S)-2-{[tert-butyl(dimethyl)silyl]oxy}propyl]oxy}phenyl)-6-mercaptopyridine-3,5-dicarbonitrile), ClCC=1N=C(OC1C)C1=CC=C(C=C1)F (4-(chloromethyl)-2-(4-fluorophenyl)-5-methyl-1,3-oxazole), C([O-])(O)=O.[Na+] (sodium bicarbonate). Solvent: CN(C)C=O (DMF). Yields the product NC1=NC(=C(C(=C1C#N)C1=CC=C(C=C1)OC[C@H](C)O[Si](C)(C)C(C)(C)C)C#N)SCC=1N=C(OC1C)C1=CC=C(C=C1)F (2-Amino-4-(4-{[(2S)-2-{[tert-butyl(dimethyl)silyl]oxy}propyl]oxy}phenyl)-6-({[2-(4-fluorophenyl)-5-methyl-1,3-oxazol-4-yl]methyl}thio)pyridine-3,5-dicarbonitrile). As a reaction SMILES: [NH2:1][C:2]1[C:7]([C:8]#[N:9])=[C:6]([C:10]2[CH:15]=[CH:14][C:13]([O:16][CH2:17][C@@H:18]([O:20][Si:21]([C:24]([CH3:27])([CH3:26])[CH3:25])([CH3:23])[CH3:22])[CH3:19])=[CH:12][CH:11]=2)[C:5]([C:28]#[N:29])=[C:4]([SH:30])[N:3]=1.Cl[CH2:32][C:33]1[N:34]=[C:35]([C:39]2[CH:44]=[CH:43][C:42]([F:45])=[CH:41][CH:40]=2)[O:36][C:37]=1[CH3:38].C(=O)(O)[O-].[Na+]>CN(C=O)C>[NH2:1][C:2]1[C:7]([C:8]#[N:9])=[C:6]([C:10]2[CH:11]=[CH:12][C:13]([O:16][CH2:17][C@@H:18]([O:20][Si:21]([C:24]([CH3:25])([CH3:26])[CH3:27])([CH3:22])[CH3:23])[CH3:19])=[CH:14][CH:15]=2)[C:5]([C:28]#[N:29])=[C:4]([S:30][CH2:32][C:33]2[N:34]=[C:35]([C:39]3[CH:44]=[CH:43][C:42]([F:45])=[CH:41][CH:40]=3)[O:36][C:37]=2[CH3:38])[N:3]=1 |f:2.3|. Reported procedure: 100 mg (0.18 mmol) of the compound from Example 7A, 45 mg (0.20 mmol) of 4-(chloromethyl)-2-(4-fluorophenyl)-5-methyl-1,3-oxazole and 46 mg (0.55 mmol) of sodium bicarbonate in 2 ml of dry DMF are stirred at RT for 20 h. The mixture is purified directly by preparative HPLC (column: YMC GEL ODS-AQ S-5/15 μm; mobile phase gradient: acetonitrile/water 10:90→95:5). Removal of the solvent on a rotary evaporator gives the product as a white solid. Starting materials: ClCCl (Dichloromethane), Cl (hydrochloric acid), NC1=NC=2C=CC=CC2C2=C1N=C(N2CC(C)(O)C)CCC2(OCCO2)C (1-{4-amino-2-[2-(2-methyl-1,3-dioxolan-2-yl)ethyl]-1H-imidazo[4,5-c]quinolin-1-yl}-2-methylpropan-2-ol), [OH-].[Na+] (sodium hydroxide). Run in O (water). Reaction conditions: time 3 hour. Yields the product NC1=NC=2C=CC=CC2C2=C1N=C(N2CC(C)(C)O)CCC(C)=O (4-[4-amino-1-(2-hydroxy-2-methylpropyl)-1H-imidazo[4,5-c]quinolin-2-yl]butan-2-one). Isolated yield 64.3%. As a reaction SMILES: Cl.[NH2:2][C:3]1[C:12]2[N:13]=[C:14]([CH2:21][CH2:22][C:23]3([CH3:28])OCC[O:24]3)[N:15]([CH2:16][C:17]([CH3:20])([OH:19])[CH3:18])[C:11]=2[C:10]2[CH:9]=[CH:8][CH:7]=[CH:6][C:5]=2[N:4]=1.[OH-].[Na+].ClCCl>O>[NH2:2][C:3]1[C:12]2[N:13]=[C:14]([CH2:21][CH2:22][C:23](=[O:24])[CH3:28])[N:15]([CH2:16][C:17]([OH:19])([CH3:18])[CH3:20])[C:11]=2[C:10]2[CH:9]=[CH:8][CH:7]=[CH:6][C:5]=2[N:4]=1 |f:2.3|. Procedure: Concentrated hydrochloric acid (0.20 mL, 2.4 mmol) was added to a stirred suspension of 1-{4-amino-2-[2-(2-methyl-1,3-dioxolan-2-yl)ethyl]-1H-imidazo[4,5-c]quinolin-1-yl}-2-methylpropan-2-ol (0.30 g, 0.81 mmol) in water (5 mL). A solution resulted and was stirred at room temperature for 3 hours. The solution was adjusted to pH 13 with 20% aqueous sodium hydroxide. A gummy solid formed. Dichloromethane was added, but the solid did not dissolved. The mixture was poured into a separatory funnel, th...